Dataset: the Open Reaction Database (ORD), a public repository of structured organic reaction records. Task: describe an organic reaction: reactants, conditions, products, and yield Reactants: BrC1=CC=CC(=N1)/C=C(/C(=O)NC(CCC)C1=CC=C(C=C1)OCCN(CC)CC)\C#N ((E)-3-(6-Bromopyridin-2-yl)-2-cyano-N-(1-(4-(2-(diethylamino)ethoxy)phenyl)butyl)acrylamide), N1C(=NC=C1)C=O (1H-imidazole-2-carbaldehyde), C(#N)CC(=O)N[C@@H](CCC)C1=CC=CC=C1 ((S)-2-cyano-N-(1-phenylbutyl)acetamide). Product: C(#N)/C(/C(=O)N[C@@H](CCC)C1=CC=CC=C1)=C\C=1NC=CN1 ((S,E)-2-Cyano-3-(1H-imidazol-2-yl)-N-(1-phenylbutyl)acrylamide). RXN SMILES: Br[C:2]1[N:7]=[C:6](/[CH:8]=[C:9](\[C:31]#[N:32])/[C:10]([NH:12][CH:13]([C:17]2[CH:22]=[CH:21][C:20](OCCN(CC)CC)=[CH:19][CH:18]=2)[CH2:14][CH2:15][CH3:16])=[O:11])C=C[CH:3]=1.[NH:33]1C=CN=C1C=O.C(CC(N[C@H](C1C=CC=CC=1)CCC)=O)#N>>[C:31](/[C:9](=[CH:8]\[C:6]1[NH:33][CH:3]=[CH:2][N:7]=1)/[C:10]([NH:12][C@H:13]([C:17]1[CH:18]=[CH:19][CH:20]=[CH:21][CH:22]=1)[CH2:14][CH2:15][CH3:16])=[O:11])#[N:32]. Procedure details: The title compound was prepared by using a similar procedure as described for the preparation of 33 except that 1H-imidazole-2-carbaldehyde was used instead of 6-bromopicolinaldehyde, and (S)-2-cyano-N-(1-phenylbutyl)acetamide was used instead of 2-cyano-N-(1-(4-(2-(diethylamino)ethoxy)phenyl)butyl)acetamide (29). This produced the crude product which was purified by flash silica gel column chromatography, eluting with 1:1 hexanes/ethyl acetate, to give 42 (92 mg, 94%) as a clear oil: MS (ES+) m... Reactants: FC1=CC=C(C=C1)CC1=CN=C2C(=C(C(N(C2=C1)CCCN1C(CCCCC1)=O)=O)C(=O)OCC)O (ethyl 7-[(4-fluorophenyl)methyl]-4-hydroxy-2-oxo-1-[3-(2-oxohexahydro-1H-azepin-1-yl)propyl]-1,2-dihydro-1,5-naphthyridine-3-carboxylate), NCCC(C)O (4-amino-2-butanol). The product is FC1=CC=C(C=C1)CC1=CN=C2C(=C(C(N(C2=C1)CCCN1C(CCCCC1)=O)=O)C(=O)NCCC(C)O)O (7-[(4-fluorophenyl)methyl]-4-hydroxy-N-(3-hydroxybutyl)-2-oxo-1-[3-(2-oxohexahydro-1H-azepin-1-yl)propyl]-1,2-dihydro-1,5-naphthyridine-3-carboxamide). RXN SMILES: [F:1][C:2]1[CH:7]=[CH:6][C:5]([CH2:8][C:9]2[CH:18]=[C:17]3[C:12]([C:13]([OH:36])=[C:14]([C:31](OCC)=[O:32])[C:15](=[O:30])[N:16]3[CH2:19][CH2:20][CH2:21][N:22]3[CH2:28][CH2:27][CH2:26][CH2:25][CH2:24][C:23]3=[O:29])=[N:11][CH:10]=2)=[CH:4][CH:3]=1.[NH2:37][CH2:38][CH2:39][CH:40]([OH:42])[CH3:41]>>[F:1][C:2]1[CH:3]=[CH:4][C:5]([CH2:8][C:9]2[CH:18]=[C:17]3[C:12]([C:13]([OH:36])=[C:14]([C:31]([NH:37][CH2:38][CH2:39][CH:40]([OH:42])[CH3:41])=[O:32])[C:15](=[O:30])[N:16]3[CH2:19][CH2:20][CH2:21][N:22]3[CH2:28][CH2:27][CH2:26][CH2:25][CH2:24][C:23]3=[O:29])=[N:11][CH:10]=2)=[CH:6][CH:7]=1. Procedure details: This compound was prepared from ethyl 7-[(4-fluorophenyl)methyl]-4-hydroxy-2-oxo-1-[3-(2-oxohexahydro-1H-azepin-1-yl)propyl]-1,2-dihydro-1,5-naphthyridine-3-carboxylate and 4-amino-2-butanol using methods similar to Example 563 to provide an off-white solid: 1H NMR (300 MHz, DMSO-d6) δ ppm 1.10 (d, J=6.32 Hz, 3 H), 1.37-1.87 (m, 10 H), 2.36-2.45 (m, 2 H), 3.32-3.48 (m, 5 H), 3.63-3.77 (m, 2 H), 4.12-4.23 (m, 4 H), 4.62 (br. s., 1 H), 7.14 (ddd, J=9.05, 6.63, 2.21 Hz, 2 H), 7.37-7.44 (m, 2 H), 7.... Starting materials: C1(=CCCC1)N1CCCC1 (1-(1-Cyclopenten-1-yl)pyrrolidine), C(C#CC(=O)OC)(=O)OC (2-butynedioic acid, dimethyl ester). Product: N1(CCCC1)C1=C(C(=CCCC1)C(=O)OC)C(=O)OC (3-(1-pyrrolidinyl)-2,7-cycloheptadiene-1,2-dicarboxylic acid, dimethyl ester). As a reaction SMILES: [C:1]1([N:6]2[CH2:10][CH2:9][CH2:8][CH2:7]2)[CH2:5][CH2:4][CH2:3][CH:2]=1.[C:11]([O:19][CH3:20])(=[O:18])[C:12]#[C:13][C:14]([O:16][CH3:17])=[O:15]>>[N:6]1([C:1]2[CH2:5][CH2:4][CH2:3][CH:2]=[C:13]([C:14]([O:16][CH3:17])=[O:15])[C:12]=2[C:11]([O:19][CH3:20])=[O:18])[CH2:7][CH2:8][CH2:9][CH2:10]1. Procedure: 1-(1-Cyclopenten-1-yl)pyrrolidine and 2-butynedioic acid, dimethyl ester are reacted according to the procedure set forth in J.O. C., Vol. 28, p. 1464 (1963) to yield 3-(1-pyrrolidinyl)-2,7-cycloheptadiene-1,2-dicarboxylic acid, dimethyl ester. The reactants are C(C)N1C2=C(C(C(=C1)C(=O)O)=O)C1=C(OC2=O)C=CC=C1 (4-ethyl-1,5-dihydro-1,5-dioxo-4H-1-benzopyrano[3,4-b]pyridine-2-carboxylic acid), C(=O)(N1C=NC=C1)N1C=NC=C1 (1,1'-carbonyldiimidazole), O.NC1=NN=NN1 (5-aminotetrazole monohydrate). Run in CN(C=O)C (dimethylformamide). The product is C(C)N1C2=C(C(C(=C1)C(=O)NC1=NN=NN1)=O)C1=C(OC2=O)C=CC=C1 (4-Ethyl-1,5-dihydro-1,5-dioxo-N-(1H-tetrazol-5-yl)-4H-[1]benzopyrano[3,4-b]pyridine-2-carboxamide). The yield is 56.0%. As a reaction SMILES: [CH2:1]([N:3]1[CH:8]=[C:7]([C:9](O)=[O:10])[C:6](=[O:12])[C:5]2[C:13]3[CH:21]=[CH:20][CH:19]=[CH:18][C:14]=3[O:15][C:16](=[O:17])[C:4]1=2)[CH3:2].C(N1C=CN=C1)(N1C=CN=C1)=O.O.[NH2:35][C:36]1[NH:40][N:39]=[N:38][N:37]=1>CN(C)C=O>[CH2:1]([N:3]1[CH:8]=[C:7]([C:9]([NH:35][C:36]2[NH:40][N:39]=[N:38][N:37]=2)=[O:10])[C:6](=[O:12])[C:5]2[C:13]3[CH:21]=[CH:20][CH:19]=[CH:18][C:14]=3[O:15][C:16](=[O:17])[C:4]1=2)[CH3:2] |f:2.3|. Procedure details: Prepared by the method described for Ex. 17 from 4-ethyl-1,5-dihydro-1,5-dioxo-4H-1-benzopyrano[3,4-b]pyridine-2-carboxylic acid (2.2 g, 0.0077 mole), 1,1'-carbonyldiimidazole (2.4 g, 0.0148 mole) and 5-aminotetrazole monohydrate (0.76 g, 0.0076 mole) in dimethylformamide (30 ml). Recrystallization from dimethylformamide gives pale yellow crystals (1.5 g, 55%), m.p. above 300. Starting materials: ClC1=C(C(=O)NCC2=CC=C(C=C2)CN(C2CCCC=3C=CC=NC23)CCC2=NC3=C(N2C)C=CC=C3)C(=CN=C1)Cl (3,5-Dichloro-N-(4-{[[2-(1-methyl-1H-benzoimidazol-2-yl)-ethyl]-(5,6,7,8-tetrahydro-quinolin-8-yl)-amino]-methyl}-benzyl)-isonicotinamide), C(C1=CC=NC=C1)(=O)N (isonicotinamide). The product is N1C(=NC2=C1C=CC=C2)CCN(C2CCCC=1C=CC=NC21)CC=2C=C(CNC(C1=CC=NC=C1)=O)C=CC2 (N-(3-{[[2-(1H-Benzoimidazol-2-yl)-ethyl]-(5,6,7,8-tetrahydro-quinolin-8-yl)-amino]-methyl}-benzyl)-isonicotinamide). As a reaction SMILES: ClC1C=NC=C(Cl)C=1C(NCC1C=CC([CH2:14][N:15]([CH2:26][CH2:27][C:28]2[N:32](C)[C:31]3[CH:34]=[CH:35][CH:36]=[CH:37][C:30]=3[N:29]=2)[CH:16]2[C:25]3[N:24]=[CH:23][CH:22]=[CH:21][C:20]=3[CH2:19][CH2:18][CH2:17]2)=CC=1)=O.[C:43]([NH2:51])(=[O:50])[C:44]1[CH:49]=[CH:48][N:47]=[CH:46][CH:45]=1>>[NH:29]1[C:30]2[CH:37]=[CH:36][CH:35]=[CH:34][C:31]=2[N:32]=[C:28]1[CH2:27][CH2:26][N:15]([CH2:14][C:18]1[CH:19]=[C:20]([CH:25]=[CH:16][CH:17]=1)[CH2:21][NH:51][C:43](=[O:50])[C:44]1[CH:49]=[CH:48][N:47]=[CH:46][CH:45]=1)[CH:16]1[C:25]2[N:24]=[CH:23][CH:22]=[CH:21][C:20]=2[CH2:19][CH2:18][CH2:17]1. Procedure: 3,5-Dichloro-N-(4-{[[2-(1-methyl-1H-benzoimidazol-2-yl)-ethyl]-(5,6,7,8-tetrahydro-quinolin-8-yl)-amino]-methyl}-benzyl)-isonicotinamide 8-yl)-amino]-methyl}-benzyl)-isonicotinamide The reactants are S(O)(O)(=O)=O (sulfuric acid), C1(=CC=CC=C1)CO[C@@H]1C(O)O[C@@H]([C@H]1OCC1=CC=CC=C1)COCC1=CC=CC=C1 (2,3,5-tris-O-(phenylmethyl)-D-arabinofuranose), C1(=CC=CC=C1)CO[C@@H]1[C@@H](C=O)O[C@@H]([C@H]1OCC1=CC=CC=C1)COCC1=CC=CC=C1 (2,5-anhydro-3,4,6-tris-O-(phenylmethyl)-D-mannose), C=O (formalin), C([O-])([O-])=O.[K+].[K+] (potassium carbonate). Solvent: CO (methanol). Run at temperature 85 celsius. Product: OCC1(CO)[C@@H](OCC2=CC=CC=C2)[C@H](OCC2=CC=CC=C2)[C@H](O1)COCC1=CC=CC=C1 (2,5-Anhydro-2-C-(hydroxymethyl)-3,4,6-tris-O-(phenylmethyl)-D-glucitol). RXN SMILES: C1([CH2:7][O:8][C@H]2[C@H](OCC3C=CC=CC=3)[C@@H](COCC3C=CC=CC=3)OC2O)C=CC=CC=1.[C:32]1([CH2:38][O:39][C@H:40]2[C@H:46]([O:47][CH2:48][C:49]3[CH:54]=[CH:53][CH:52]=[CH:51][CH:50]=3)[C@@H:45]([CH2:55][O:56][CH2:57][C:58]3[CH:63]=[CH:62][CH:61]=[CH:60][CH:59]=3)[O:44][C@@H:41]2[CH:42]=[O:43])[CH:37]=[CH:36][CH:35]=[CH:34][CH:33]=1.C=O.C(=O)([O-])[O-].[K+].[K+].S(=O)(=O)(O)O>CO>[OH:43][CH2:42][C:41]1([O:44][C@H:45]([CH2:55][O:56][CH2:57][C:58]2[CH:59]=[CH:60][CH:61]=[CH:62][CH:63]=2)[C@@H:46]([O:47][CH2:48][C:49]2[CH:50]=[CH:51][CH:52]=[CH:53][CH:54]=2)[C@@H:40]1[O:39][CH2:38][C:32]1[CH:37]=[CH:36][CH:35]=[CH:34][CH:33]=1)[CH2:7][OH:8] |f:3.4.5|. Procedure: A 1 177 g portion of 2,5-anhydro-3,4,6-tris-O-(phenylmethyl)-D-mannose (prepared in accordance with Example 20) was dissolved in 8.5 ml of methanol and then treated with 5.11 ml of 37% formalin and 480 mg of potassium carbonate. This mixture was heated under argon at 85° C. for 4 hours, then cooled, neutralized with 10% sulfuric acid and evaporated. The residue was taken up in chloroform, washed with brine and evaporated. The residual oil was flash chromatographed, eluting with hexane:ethyl acet... The solvent is C1CCOC1 (THF). Run at time 3 hour. The product is C1(=CC=CC=C1)C(OCC1=CC=CC(=N1)CN)(C1=CC=CC=C1)C1=CC=CC=C1 (6-(Triphenylmethoxymethyl)pyridine-2-methanamine). Procedure: A solution of 2-(azidomethyl)-6-(triphenylmethoxymethyl)pyridine (2.78 g, 6.8 mmol) in THF (25 mL) was treated with triphenylphosphine (1.96 g, 7.5 mmol), stirred at room temperature for 3 h, treated with water (184 μl, 10.2 mmol), stirred at room temperature for a further 7 days and concentrated in vacuo. The resulting oil was purified by chromatography [SiO2; EtOAc:MeOH:NH3 (1:0:0) to (9:1:0.2)] to give the title compound (2.33 g, 90%) as a yellow oil; NMR δH (400 MHz, CDCl3) 1.74 (2H, s), 3.9... RXN SMILES: [N:1]([CH2:4][C:5]1[CH:10]=[CH:9][CH:8]=[C:7]([CH2:11][O:12][C:13]([C:26]2[CH:31]=[CH:30][CH:29]=[CH:28][CH:27]=2)([C:20]2[CH:25]=[CH:24][CH:23]=[CH:22][CH:21]=2)[C:14]2[CH:19]=[CH:18][CH:17]=[CH:16][CH:15]=2)[N:6]=1)=[N+]=[N-].C1(P(C2C=CC=CC=2)C2C=CC=CC=2)C=CC=CC=1.O>C1COCC1>[C:26]1([C:13]([C:14]2[CH:15]=[CH:16][CH:17]=[CH:18][CH:19]=2)([C:20]2[CH:21]=[CH:22][CH:23]=[CH:24][CH:25]=2)[O:12][CH2:11][C:7]2[N:6]=[C:5]([CH2:4][NH2:1])[CH:10]=[CH:9][CH:8]=2)[CH:27]=[CH:28][CH:29]=[CH:30][CH:31]=1. Reactants: N(=[N+]=[N-])CC1=NC(=CC=C1)COC(C1=CC=CC=C1)(C1=CC=CC=C1)C1=CC=CC=C1 (2-(azidomethyl)-6-(triphenylmethoxymethyl)pyridine), C1(=CC=CC=C1)P(C1=CC=CC=C1)C1=CC=CC=C1 (triphenylphosphine), O (water). Yield: 90.1%.